From a dataset of the Open Reaction Database (ORD), a public repository of structured organic reaction records. describe an organic reaction: reactants, conditions, products, and yield Starting materials: [H-].[Al+3].[Li+].[H-].[H-].[H-] (Lithium aluminum hydride), C(C1=CC=CC=C1)N1C([C@H](NC(C1)=O)CCC1=CC=CC=C1)=O ((3R)-1-benzyl-3-phenethylpiperazine-2,5-dione), S(=O)(=O)([O-])[O-].[Na+].[Na+] (sodium sulfate), O (water). The solvent is O1CCCC1 (tetrahydrofuran). Reaction conditions: time 18 hour. Yields the product C(C1=CC=CC=C1)N1C[C@H](NCC1)CCC1=CC=CC=C1 ((3R)-1-Benzyl-3-Phenethylpiperazine). Isolated yield 103.4%. Reaction SMILES: [H-].[Al+3].[Li+].[H-].[H-].[H-].[CH2:7]([N:14]1[CH2:19][C:18](=O)[NH:17][C@H:16]([CH2:21][CH2:22][C:23]2[CH:28]=[CH:27][CH:26]=[CH:25][CH:24]=2)[C:15]1=O)[C:8]1[CH:13]=[CH:12][CH:11]=[CH:10][CH:9]=1.S([O-])([O-])(=O)=O.[Na+].[Na+].O>O1CCCC1>[CH2:7]([N:14]1[CH2:19][CH2:18][NH:17][C@H:16]([CH2:21][CH2:22][C:23]2[CH:28]=[CH:27][CH:26]=[CH:25][CH:24]=2)[CH2:15]1)[C:8]1[CH:9]=[CH:10][CH:11]=[CH:12][CH:13]=1 |f:0.1.2.3.4.5,7.8.9|. Procedure: Lithium aluminum hydride (1.04 g) was added to a solution of (3R)-1-benzyl-3-phenethylpiperazine-2,5-dione (B, 1.68 g) in tetrahydrofuran (60 mL) at 0° C. After stirring at room temperature for 18 hr, anhydrous sodium sulfate and then water were added at 0° C. The insoluble materials were removed by filtration. The resulting mixture was concentrated in vacuo and then partitioned between chloroform and saturated sodium hydrogen carbonate. The organic layer was dried over anhydrous sodium sulfate ... Starting materials: C(#N)C1=CC(=C(C=C1)C=1C=NN(C1OC)C1=NC=C(C(=O)NCC2CCOCC2)C=C1)C (6-(4-(4-cyano-2-methylphenyl)-5-methoxy-1H-pyrazol-1-yl)-N-((tetrahydro-2H-pyran-4-yl)methyl)nicotinamide), [Cl-].[Li+] (lithium chloride), [Cl-].[Li+] (lithium chloride). Solvent: CC(=O)N(C)C (DMA). Run at temperature 50 celsius, time 14 hour. The product is C(#N)C1=CC(=C(C=C1)C=1C=NN(C1O)C1=NC=C(C(=O)NCC2CCOCC2)C=C1)C (6-(4-(4-cyano-2-methylphenyl)-5-hydroxy-1H-pyrazol-1-yl)-N-((tetrahydro-2H-pyran-4-yl)methyl)nicotinamide). Yield: 31.2%. As a reaction SMILES: [C:1]([C:3]1[CH:8]=[CH:7][C:6]([C:9]2[CH:10]=[N:11][N:12]([C:16]3[CH:31]=[CH:30][C:19]([C:20]([NH:22][CH2:23][CH:24]4[CH2:29][CH2:28][O:27][CH2:26][CH2:25]4)=[O:21])=[CH:18][N:17]=3)[C:13]=2[O:14]C)=[C:5]([CH3:32])[CH:4]=1)#[N:2].[Cl-].[Li+]>CC(N(C)C)=O>[C:1]([C:3]1[CH:8]=[CH:7][C:6]([C:9]2[CH:10]=[N:11][N:12]([C:16]3[CH:31]=[CH:30][C:19]([C:20]([NH:22][CH2:23][CH:24]4[CH2:29][CH2:28][O:27][CH2:26][CH2:25]4)=[O:21])=[CH:18][N:17]=3)[C:13]=2[OH:14])=[C:5]([CH3:32])[CH:4]=1)#[N:2] |f:1.2|. Reported procedure: Combined 6-(4-(4-cyano-2-methylphenyl)-5-methoxy-1H-pyrazol-1-yl)-N-((tetrahydro-2H-pyran-4-yl)methyl)nicotinamide (27.3 mg, 0.063 mmol) and lithium chloride (13.41 mg, 0.316 mmol) in DMA (0.5 mL) then heated at 50° C. using a heating block for 24 hours. Additional portion of lithium chloride (8.05 mg, 0.190 mmol) was added and the reaction mixture was stirred at 50° C. for an additional 14 hours. The reaction mixture was cooled to 23° C., filtered through a Hydrophilic PTFE 0.45 um filter (Mill...